This data is from the Open Reaction Database (ORD), a public repository of structured organic reaction records. The task is: describe an organic reaction: reactants, conditions, products, and yield Starting materials: N1(CCNCCC1)C=1C=CC=2N(N1)C(=NN2)C(F)(F)F (6-(1,4-diazepan-1-yl)-3-(trifluoromethyl)-[1,2,4]triazolo[4,3-b]pyridazine), CC=1C=C(C=O)C=CC1 (3-methylbenzaldehyde). The product is CC=1C=C(C=CC1)CN1CCN(CCC1)C=1C=CC=2N(N1)C(=NN2)C(F)(F)F (6-[4-[(3-methylphenyl)methyl]-1,4-diazepan-1-yl]-3-(trifluoromethyl)-[1,2,4]triazolo[4,3-b]pyridazine). Reaction SMILES: [N:1]1([C:8]2[CH:9]=[CH:10][C:11]3[N:12]([C:14]([C:17]([F:20])([F:19])[F:18])=[N:15][N:16]=3)[N:13]=2)[CH2:7][CH2:6][CH2:5][NH:4][CH2:3][CH2:2]1.[CH3:21][C:22]1[CH:23]=[C:24]([CH:27]=[CH:28][CH:29]=1)[CH:25]=O>>[CH3:21][C:22]1[CH:23]=[C:24]([CH2:25][N:4]2[CH2:5][CH2:6][CH2:7][N:1]([C:8]3[CH:9]=[CH:10][C:11]4[N:12]([C:14]([C:17]([F:18])([F:19])[F:20])=[N:15][N:16]=4)[N:13]=3)[CH2:2][CH2:3]2)[CH:27]=[CH:28][CH:29]=1. Procedure details: Reductive amination of 6-(1,4-diazepan-1-yl)-3-(trifluoromethyl)-[1,2,4]triazolo[4,3-b]pyridazine with 3-methylbenzaldehyde was carried out according to General Synthetic Method 8. The crude product was purified by hplc using a Waters XBridge Prep C18 OBD column (5μ silica, 19 mm diameter, 100 mm length) eluted with decreasingly polar mixtures of water (containing 0.05% aqueous ammonia) and acetonitrile as eluents to give 6-[4-[(3-methylphenyl)methyl]-1,4-diazepan-1-yl]-3-(trifluoromethyl)-[1,2,... The reactants are C(C)N (ethylamine), ClC1=NC2=C(C(=C(C=C2C=C1C(=O)C(C(=O)OCC)=CN(C)C)F)F)F (ethyl 2-(2-chloro-6,7,8-trifluoroquinoline-3-carbonyl)-3-dimethylaminoacrylate), 1,8-diazobicyclo[5.4.0]undec-7-ene. Run in C(C)O (ethanol). Reaction conditions: time 1 hour. The product is C(C)OC(=O)C=1C(C=2C=C3C(=NC2N(C1)CC)C(=C(C(=C3)F)F)F)=O (3-ethoxycarbonyl-1-ethyl-7,8,9-trifluoro-4-oxo-1,4-dihydro-benzo[b][1,8]naphthyridine). Yield: 62.2%. Reaction SMILES: [CH2:1](N)C.Cl[C:5]1[C:14]([C:15]([C:17](=[CH:23][N:24](C)[CH3:25])[C:18]([O:20][CH2:21][CH3:22])=[O:19])=[O:16])=[CH:13][C:12]2[C:7](=[C:8]([F:29])[C:9]([F:28])=[C:10]([F:27])[CH:11]=2)[N:6]=1>C(O)C>[CH2:21]([O:20][C:18]([C:17]1[C:15](=[O:16])[C:14]2[CH:13]=[C:12]3[CH:11]=[C:10]([F:27])[C:9]([F:28])=[C:8]([F:29])[C:7]3=[N:6][C:5]=2[N:24]([CH2:25][CH3:1])[CH:23]=1)=[O:19])[CH3:22]. Reported procedure: 4.5 g of ethylamine are added in the course of 10 minutes, at between 5° and 10° C., to a stirred suspension of 7.1 g of ethyl 2-(2-chloro-6,7,8-trifluoroquinoline-3-carbonyl)-3-dimethylaminoacrylate in 100 cm3 of ethanol kept at a temperature close to 5° C., the mixture is stirred for 1 hour at between 5° and 10° C. and the temperature is allowed to rise to about 20° C. 4 g of 1,8-diazobicyclo[5.4.0]undec-7-ene (DBU) are added to the solution obtained and the mixture is heated at a temperature ... The reactants are CO, O=C1NC(=O)C(c2c[nH]c3ccccc23)=C1c1cc2c3c(ccn3CCC2)c1. The product is O=C1NC(=O)C(c2c[nH]c3ccccc23)C1c1cc2c3c(ccn3CCC2)c1. As a reaction SMILES: [CH3:29][OH:30].[cH:1]1[cH:2][n:3]2[c:12]3[c:7]([cH:8][c:9]([C:13]4=[C:17]([c:18]5[cH:19][nH:20][c:21]6[cH:22][cH:23][cH:24][cH:25][c:26]56)[C:16](=[O:27])[NH:15][C:14]4=[O:28])[cH:10][c:11]13)[CH2:6][CH2:5][CH2:4]2>>[cH:1]1[cH:2][n:3]2[c:12]3[c:7]([cH:8][c:9]([CH:13]4[C:14](=[O:28])[NH:15][C:16](=[O:27])[CH:17]4[c:18]4[cH:19][nH:20][c:21]5[cH:22][cH:23][cH:24][cH:25][c:26]45)[cH:10][c:11]13)[CH2:6][CH2:5][CH2:4]2.